This data is from the Open Reaction Database (ORD), a public repository of structured organic reaction records. The task is: describe an organic reaction: reactants, conditions, products, and yield Starting materials: COC(=O)CCC(C(=O)OCc1ccccc1)N(C(=O)OC(C)(C)C)C(=O)OC(C)(C)C, CC(C)C[AlH]CC(C)C, CCOCC, O. Yields the product CC(C)(C)OC(=O)N(C(=O)OC(C)(C)C)C(CCC=O)C(=O)OCc1ccccc1. As a reaction SMILES: [C:1]([CH3:2])([CH3:3])([CH3:4])[O:5][C:6](=[O:7])[N:8]([CH:9]([CH2:10][CH2:11][C:12](=[O:13])[O:14][CH3:15])[C:16](=[O:17])[O:18][CH2:19][c:20]1[cH:21][cH:22][cH:23][cH:24][cH:25]1)[C:26](=[O:27])[O:28][C:29]([CH3:30])([CH3:31])[CH3:32].[CH3:33][CH:34]([CH2:35][AlH:36][CH2:37][CH:38]([CH3:39])[CH3:40])[CH3:41].[CH3:42][CH2:43][O:44][CH2:45][CH3:46].[OH2:47]>>[C:1]([CH3:2])([CH3:3])([CH3:4])[O:5][C:6](=[O:7])[N:8]([CH:9]([CH2:10][CH2:11][CH:12]=[O:13])[C:16](=[O:17])[O:18][CH2:19][c:20]1[cH:21][cH:22][cH:23][cH:24][cH:25]1)[C:26](=[O:27])[O:28][C:29]([CH3:30])([CH3:31])[CH3:32]. Reported procedure: Cool a solution of 1-(2-bromo-4-fluoro-phenoxy)-propan-2-one (520 mg, 2.10 mmol) in THF (4 mL) to 0° C. in an ice bath under nitrogen. Add methylmagnesium chloride (3.0 M in THF, 0.84 mL, 2.53 mmol) dropwise. Stir the mixture at 0° C. for an additional half an hour. Add water and extract with ethyl acetate. Wash the solution with aqueous saturated sodium chloride. Dry over sodium sulfate. Concentrate the solution in vacuo. Purify by column chromatography (hexane to 30% ethyl acetate in hexane) t... Isolated yield 41.6%. Reaction SMILES: [Br:1][C:2]1[CH:12]=[C:11]([F:13])[CH:10]=[CH:9][C:3]=1[O:4][CH2:5][C:6](=[O:8])[CH3:7].[CH3:14][Mg]Cl>C1COCC1>[Br:1][C:2]1[CH:12]=[C:11]([F:13])[CH:10]=[CH:9][C:3]=1[O:4][CH2:5][C:6]([CH3:14])([OH:8])[CH3:7]. The product is BrC1=C(OCC(C)(O)C)C=CC(=C1)F (1-(2-Bromo-4-fluoro-phenoxy)-2-methyl-propan-2-ol). Solvent: C1CCOC1 (THF). Reactants: BrC1=C(OCC(C)=O)C=CC(=C1)F (1-(2-bromo-4-fluoro-phenoxy)-propan-2-one), C[Mg]Cl (methylmagnesium chloride). Run at temperature 0 celsius. The reactants are C(#N)C=1C(=NC(=NC1)S(=O)(=O)C)C1=CN(C2=NC=C(C=C21)NC(OCC2=CC=CC=C2)=O)S(=O)(=O)C2=CC=C(C)C=C2 (Benzyl 3-(5-cyano-2-(methylsulfonyl)pyrimidin-4-yl)-1-tosyl-1H-pyrrolo[2,3-b]pyridin-5-ylcarbamate), C(C)(C)N (isopropylamine), CCN(C(C)C)C(C)C (DIPEA). Run in C1CCOC1 (THF). The product is C(#N)C=1C(=NC(=NC1)NC(C)C)C1=CN(C2=NC=C(C=C21)NC(OCC2=CC=CC=C2)=O)S(=O)(=O)C2=CC=C(C)C=C2 (Benzyl 3-(5-cyano-2-(isopropylamino)pyrimidin-4-yl)-1-tosyl-1H-pyrrolo[2,3-b]pyridin-5-ylcarbamate). Yield: 81.6%. RXN SMILES: [C:1]([C:3]1[C:4]([C:13]2[C:21]3[C:16](=[N:17][CH:18]=[C:19]([NH:22][C:23](=[O:32])[O:24][CH2:25][C:26]4[CH:31]=[CH:30][CH:29]=[CH:28][CH:27]=4)[CH:20]=3)[N:15]([S:33]([C:36]3[CH:42]=[CH:41][C:39]([CH3:40])=[CH:38][CH:37]=3)(=[O:35])=[O:34])[CH:14]=2)=[N:5][C:6](S(C)(=O)=O)=[N:7][CH:8]=1)#[N:2].[CH:43]([NH2:46])([CH3:45])[CH3:44].CCN(C(C)C)C(C)C>C1COCC1>[C:1]([C:3]1[C:4]([C:13]2[C:21]3[C:16](=[N:17][CH:18]=[C:19]([NH:22][C:23](=[O:32])[O:24][CH2:25][C:26]4[CH:31]=[CH:30][CH:29]=[CH:28][CH:27]=4)[CH:20]=3)[N:15]([S:33]([C:36]3[CH:42]=[CH:41][C:39]([CH3:40])=[CH:38][CH:37]=3)(=[O:35])=[O:34])[CH:14]=2)=[N:5][C:6]([NH:46][CH:43]([CH3:45])[CH3:44])=[N:7][CH:8]=1)#[N:2]. Procedure: Benzyl 3-(5-cyano-2-(methylsulfonyl)pyrimidin-4-yl)-1-tosyl-1H-pyrrolo[2,3-b]pyridin-5-ylcarbamate (0.826 g, 1.372 mmol) in THF (30 mL) was treated with isopropylamine (0.234 mL, 2.744 mmol, 2.0 Eq) and DIPEA (0.478 mL, 2.744 mmol, 2.0 Eq) and allowed to heat at reflux for 1 hour. The mixture was concentrated in vacuo and purified by column chromatography (ISCO Companion™, 40 g column, 0-100% EtOAc/Petroleum ether) to give 0.651 g (82%) of the title compound. Reactants: Cc1onc(-c2ccccc2)c1COc1ccc([N+](=O)[O-])cn1, CO, [Cl-], [NH4+], [Zn]. Yields the product Cc1onc(-c2ccccc2)c1COc1ccc(N)cn1. Reaction SMILES: [CH3:1][c:2]1[c:3]([CH2:13][O:14][c:15]2[n:16][cH:17][c:18]([N+:21]([O-:22])=[O:23])[cH:19][cH:20]2)[c:4](-[c:7]2[cH:8][cH:9][cH:10][cH:11][cH:12]2)[n:5][o:6]1.[CH3:26][OH:27].[Cl-:24].[NH4+:25].[Zn:28]>>[CH3:1][c:2]1[c:3]([CH2:13][O:14][c:15]2[n:16][cH:17][c:18]([NH2:21])[cH:19][cH:20]2)[c:4](-[c:7]2[cH:8][cH:9][cH:10][cH:11][cH:12]2)[n:5][o:6]1. Reactants: COCCS(=O)(=O)Cl (2-methoxy-ethanesulfonyl chloride), NC=1C=C(C=CC1)C1(C2CN(CC1CC2)CC2=CC=CC=C2)O (8-(3-Amino-phenyl)-3-benzyl-3-aza-bicyclo[3.2.1]octan-8-ol), O (water). Solvent: N1=CC=CC=C1 (pyridine). Run at time 1 hour. Product: C(C1=CC=CC=C1)N1CC2CCC(C1)C2(O)C=2C=C(C=CC2)NS(=O)(=O)CCOC (2-Methoxy-ethanesulfonic acid [3-(3-benzyl-8-hydroxy-3-aza-bicyclo[3.2.1]oct-8-yl)-phenyl]-amide). Reaction SMILES: [NH2:1][C:2]1[CH:3]=[C:4]([C:8]2([OH:23])[CH:13]3[CH2:14][CH2:15][CH:9]2[CH2:10][N:11]([CH2:16][C:17]2[CH:22]=[CH:21][CH:20]=[CH:19][CH:18]=2)[CH2:12]3)[CH:5]=[CH:6][CH:7]=1.[CH3:24][O:25][CH2:26][CH2:27][S:28](Cl)(=[O:30])=[O:29].O>N1C=CC=CC=1>[CH2:16]([N:11]1[CH2:10][CH:9]2[C:8]([C:4]3[CH:3]=[C:2]([NH:1][S:28]([CH2:27][CH2:26][O:25][CH3:24])(=[O:30])=[O:29])[CH:7]=[CH:6][CH:5]=3)([OH:23])[CH:13]([CH2:14][CH2:15]2)[CH2:12]1)[C:17]1[CH:18]=[CH:19][CH:20]=[CH:21][CH:22]=1. Procedure: 8-(3-Amino-phenyl)-3-benzyl-3-aza-bicyclo[3.2.1]octan-8-ol (1.63 g, 5.28 mmol) stirred in pyridine (20 ml) at 0° C. was charged with 2-methoxy-ethanesulfonyl chloride (1.26 g, 7.93 mmol) dropwise causing a color change from yellow to bright orange. The reaction was warmed to room temperature and judged complete by TLC after 1 h. Following addition of water (20 ml), the product was extracted with EtOAc (4×30 ml), washed with saturated aqueous NaCl solution (6×30 ml), dried over Na2SO4, filtered a...